Dataset: the Open Reaction Database (ORD), a public repository of structured organic reaction records. Task: describe an organic reaction: reactants, conditions, products, and yield Reactants: S(O)(O)(=O)=O (sulfuric acid), BrC1=C(C=CC=C1F)NC(C=NO)=O (N-(2-bromo-3-fluorophenyl)-2-(hydroxyimino)acetamide), ice. Solvent: CCOC(=O)C (EtOAc). Conditions: temperature 70 celsius, time 45 minute. Product: BrC=1C(=CC=C2C(C(NC12)=O)=O)F (7-bromo-6-fluoroindoline-2,3-dione). Isolated yield 100.0%. RXN SMILES: S(=O)(=O)(O)[OH:2].[Br:6][C:7]1[C:12]([F:13])=[CH:11][CH:10]=[CH:9][C:8]=1[NH:14][C:15](=[O:19])[CH:16]=NO>CCOC(C)=O>[Br:6][C:7]1[C:12]([F:13])=[CH:11][CH:10]=[C:9]2[C:8]=1[NH:14][C:15](=[O:19])[C:16]2=[O:2]. Procedure: A 2 L 3-neck flask with a temperature probe adapter was fixed with a mechanical stirrer, condenser, and temperature probe. The flask was charged with conc. sulfuric acid (79 mL, 1418 mmol) and was heated to 70° C.; solid N-(2-bromo-3-fluorophenyl)-2-(hydroxyimino)acetamide (719a; 12.34 g, 47.3 mmol) was then slowly added (exotherm) and the temperature raised to 100° C. The brown solution was stirred at 90° C. for 45 min. The heating mantle was replaced with an ice bath to cool the reaction mixtu... Yields the product O=C1NC(=O)C(c2c[nH]c3ccccc23)=C1c1cc(OCCO)cc2c1CCCC2. Reactants: CCCCOCCOc1cc2c(c(C3=C(c4c[nH]c5ccccc45)C(=O)NC3=O)c1)CCCC2, O=C(O)C(F)(F)F, [Na+], O=C([O-])O, O. As a reaction SMILES: [CH2:1]([CH2:2][CH2:3][CH3:4])[O:5][CH2:6][CH2:7][O:8][c:9]1[cH:10][c:11]([C:19]2=[C:23]([c:24]3[cH:25][nH:26][c:27]4[cH:28][cH:29][cH:30][cH:31][c:32]34)[C:22](=[O:33])[NH:21][C:20]2=[O:34])[c:12]2[c:17]([cH:18]1)[CH2:16][CH2:15][CH2:14][CH2:13]2.[F:35][C:36]([F:37])([F:38])[C:39]([OH:40])=[O:41].[Na+:47].[O-:43][C:44]([OH:45])=[O:46].[OH2:42]>>[OH:5][CH2:6][CH2:7][O:8][c:9]1[cH:10][c:11]([C:19]2=[C:23]([c:24]3[cH:25][nH:26][c:27]4[cH:28][cH:29][cH:30][cH:31][c:32]34)[C:22](=[O:33])[NH:21][C:20]2=[O:34])[c:12]2[c:17]([cH:18]1)[CH2:16][CH2:15][CH2:14][CH2:13]2. The reactants are CCOC(=O)CBr, O=C([O-])[O-], CC#N, [K+], [K+], O, NC(=O)c1ccc(O)cc1. Product: CCOC(=O)COc1ccc(C(N)=O)cc1. Reaction SMILES: [Br:7][CH2:8][C:9](=[O:10])[O:11][CH2:12][CH3:13].[C:1](=[O:2])([O-:3])[O-:4].[CH3:14][C:15]#[N:16].[K+:5].[K+:6].[OH2:27].[OH:17][c:18]1[cH:19][cH:20][c:21]([C:22](=[O:23])[NH2:24])[cH:25][cH:26]1>>[CH2:8]([C:9](=[O:10])[O:11][CH2:12][CH3:13])[O:17][c:18]1[cH:19][cH:20][c:21]([C:22](=[O:23])[NH2:24])[cH:25][cH:26]1. The reactants are CCN(C(C)C)C(C)C (DIPEA), ClC=1C(=NC(=NC1)NC1=C(C=C(C(=C1)[N+](=O)[O-])F)OC)C=1C=NN2C1C=CC=C2 (5-chloro-N-(4-fluoro-2-methoxy-5-nitrophenyl)-4-pyrazolo[1,5-a]pyridin-3-ylpyrimidin-2-amine), ClC=1C(=NC(=NC1)NC1=C(C=C(C(=C1)[N+](=O)[O-])F)OC)C=1C=NN2C1C=CC=C2 (5-chloro-N-(4-fluoro-2-methoxy-5-nitrophenyl)-4-pyrazolo[1,5-a]pyridin-3-ylpyrimidin-2-amine), Cl.Cl.CN(C1CNC1)C (N,N-dimethylazetidin-3-amine dihydrochloride), Cl.Cl.CN(C1CNC1)C (N,N-dimethylazetidin-3-amine dihydrochloride), CN(C1CNC1)C (N,N-dimethylazetidin-3-amine). The solvent is CC(=O)N(C)C (DMA). Run at temperature 100 celsius, time 8 hour. The product is ClC=1C(=NC(=NC1)NC1=C(C=C(C(=C1)[N+](=O)[O-])N1CC(C1)N(C)C)OC)C=1C=NN2C1C=CC=C2 (5-Chloro-N-[4-(3-dimethylaminoazetidin-1-yl)-2-methoxy-5-nitrophenyl]-4-pyrazolo[1,5-a]pyridin-3-ylpyrimidin-2-amine). Yield: 102.7%. RXN SMILES: CCN(C(C)C)C(C)C.[Cl:10][C:11]1[C:12]([C:30]2[CH:31]=[N:32][N:33]3[CH:38]=[CH:37][CH:36]=[CH:35][C:34]=23)=[N:13][C:14]([NH:17][C:18]2[CH:23]=[C:22]([N+:24]([O-:26])=[O:25])[C:21](F)=[CH:20][C:19]=2[O:28][CH3:29])=[N:15][CH:16]=1.Cl.Cl.[CH3:41][N:42]([CH3:47])[CH:43]1[CH2:46][NH:45][CH2:44]1.CN(C)C1CNC1>CC(N(C)C)=O>[Cl:10][C:11]1[C:12]([C:30]2[CH:31]=[N:32][N:33]3[CH:38]=[CH:37][CH:36]=[CH:35][C:34]=23)=[N:13][C:14]([NH:17][C:18]2[CH:23]=[C:22]([N+:24]([O-:26])=[O:25])[C:21]([N:45]3[CH2:46][CH:43]([N:42]([CH3:47])[CH3:41])[CH2:44]3)=[CH:20][C:19]=2[O:28][CH3:29])=[N:15][CH:16]=1 |f:2.3.4|. Reported procedure: DIPEA (0.341 mL, 1.96 mmol) was added to a mixture of 5-chloro-N-(4-fluoro-2-methoxy-5-nitrophenyl)-4-(pyrazolo[1,5-a]pyridin-3-yl)pyrimidin-2-amine (Intermediate 20, 254 mg, 0.61 mmol) and N,N-dimethylazetidin-3-amine dihydrochloride (Intermediate 26, 106 mg, 0.61 mmol) in DMA (4 mL) and the mixture was heated to 100° C. for 0.5 h. Further N,N-dimethylazetidin-3-amine (35 mg, 0.19 mmol) was then added and the mixture was heated at 100° C. for a further 2 h and was then left at r.t. overnight. T... Reactants: COC(=O)c1cc2c(cn1)[nH]c1ccc(Oc3ccc(N)cn3)cc12, Cl, N#C[Cu], N#C[K], O=N[O-], [Na+], [Na+], [Na+], O=C([O-])[O-], O. Yields the product COC(=O)c1cc2c(cn1)[nH]c1ccc(Oc3ccc(C#N)cn3)cc12. Reaction SMILES: [CH3:1][O:2][C:3](=[O:4])[c:5]1[n:6][cH:7][c:8]2[nH:9][c:10]3[cH:11][cH:12][c:13]([O:18][c:19]4[n:20][cH:21][c:22]([NH2:25])[cH:23][cH:24]4)[cH:14][c:15]3[c:16]2[cH:17]1.[ClH:43].[Cu:36][C:37]#[N:38].[K:39][C:40]#[N:41].[N:26]([O-:27])=[O:28].[Na+:29].[Na+:30].[Na+:31].[O-:32][C:33](=[O:34])[O-:35].[OH2:42]>>[CH3:1][O:2][C:3](=[O:4])[c:5]1[n:6][cH:7][c:8]2[nH:9][c:10]3[cH:11][cH:12][c:13]([O:18][c:19]4[n:20][cH:21][c:22]([C:37]#[N:38])[cH:23][cH:24]4)[cH:14][c:15]3[c:16]2[cH:17]1. The reactants are CO (methanol), C(=O)=O (Carbon dioxide), C([O-])(O)=O.[Na+] (sodium bicarbonate), N1=C(Cl)N=C(Cl)N=C1Cl (cyanuric chloride). Run in O (water), O (water). The product is ClC1=NC(=NC(=N1)OC)OC (2-Chloro-4,6-Dimethoxy-s-Triazine). Yield: 74.0%. RXN SMILES: CO.[C:3](=[O:6])(O)[O-].[Na+].[N:8]1[C:15](Cl)=[N:14][C:12](Cl)=[N:11][C:9]=1[Cl:10].[C:17](=O)=[O:18]>O>[Cl:10][C:9]1[N:11]=[C:12]([O:18][CH3:17])[N:14]=[C:15]([O:6][CH3:3])[N:8]=1 |f:1.2|. Procedure: To 45 g. of methanol and 5 g. of water were added 16.8 g. (0.2 mole) of sodium bicarbonate and 18.5 g. (0.1 mole) of cyanuric chloride. Carbon dioxide was liberated at a moderate rate as the temperature rose to 35°C. The mixture was refluxed for 30 minutes after gas evolution had nearly ceased. It was then cooled, diluted with water, and filtered. The crystalline product was washed with water until chloride free and was dried in a vacuum desiccator. The crude product weighed 13 g. (74% yield), m... Reactants: [H-].[Al+3].[Li+].[H-].[H-].[H-] (lithium aluminum hydride), [OH-].[Na+] (sodium hydroxide), O1CCCC1 (tetrahydrofuran), C1(=CC=CC=C1)C1SC2=C(NC(C1)=O)C=CC=C2 (2,3-dihydro-2-phenyl-1,5-benzothiazepin-4-one). The solvent is O (water), O (water). Reaction conditions: time 2 hour. Yields the product C1(=CC=CC=C1)C1SC2=C(NCC1)C=CC=C2 (2,3,4,5-Tetrahydro-2-phenyl-1,5-benzothiazepine). As a reaction SMILES: [H-].[Al+3].[Li+].[H-].[H-].[H-].O1CCCC1.[C:12]1([CH:18]2[CH2:24][C:23](=O)[NH:22][C:21]3[CH:26]=[CH:27][CH:28]=[CH:29][C:20]=3[S:19]2)[CH:17]=[CH:16][CH:15]=[CH:14][CH:13]=1.[OH-].[Na+]>O>[C:12]1([CH:18]2[CH2:24][CH2:23][NH:22][C:21]3[CH:26]=[CH:27][CH:28]=[CH:29][C:20]=3[S:19]2)[CH:13]=[CH:14][CH:15]=[CH:16][CH:17]=1 |f:0.1.2.3.4.5,8.9|. Procedure details: A slurry of 24 g. of lithium aluminum hydride in 950 ml. of dry tetrahydrofuran is treated portionwise with 140 g. of finely-divided 2,3-dihydro-2-phenyl-1,5-benzothiazepin-4-one. The reaction is exothermic and the mixture is allowed to reflux during the addition. After stirring for 2 hours at room temperature, the mixture is refluxed for 3 hours, cooled and treated dropwise with 30 ml. of water and then a solution of 16 g. of sodium hydroxide in 100 ml. of water. The organic phase is filtered f...